Dataset: the Open Reaction Database (ORD), a public repository of structured organic reaction records. Task: describe an organic reaction: reactants, conditions, products, and yield Starting materials: CC(=O)OC(C)=O, CSCC(N)C(=O)O, Cl, [Na+], [OH-]. Product: CSCC(NC(C)=O)C(=O)O. Reaction SMILES: [CH3:11][C:12](=[O:13])[O:14][C:15](=[O:16])[CH3:17].[CH3:1][S:2][CH2:3][CH:4]([NH2:5])[C:6](=[O:7])[OH:8].[ClH:18].[Na+:10].[OH-:9]>>[CH3:1][S:2][CH2:3][CH:4]([NH:5][C:12]([CH3:11])=[O:13])[C:6](=[O:7])[OH:8]. The reactants are BrCC=1N(C2=NC(=NC(=C2N1)N1CCOCC1)N1C(=NC2=C1C=CC=C2)C)C (4-(8-(Bromomethyl)-9-methyl-2-(2-methyl-1H-benzo[d]imidazol-1-yl)-9H-purin-6-yl)morpholine), N1C[C@H](CC1)CO ((S)-pyrrolidin-3-ylmethanol). The product is CN1C2=NC(=NC(=C2N=C1CN1C[C@H](CC1)CO)N1CCOCC1)N1C(=NC2=C1C=CC=C2)C ((S)-(1-((9-methyl-2-(2-methyl-1H-benzo[d]imidazol-1-yl)-6-morpholino-9H-purin-8-yl)methyl)pyrrolidin-3-yl)methanol). RXN SMILES: Br[CH2:2][C:3]1[N:4]([CH3:28])[C:5]2[C:10]([N:11]=1)=[C:9]([N:12]1[CH2:17][CH2:16][O:15][CH2:14][CH2:13]1)[N:8]=[C:7]([N:18]1[C:22]3[CH:23]=[CH:24][CH:25]=[CH:26][C:21]=3[N:20]=[C:19]1[CH3:27])[N:6]=2.[NH:29]1[CH2:33][CH2:32][C@H:31]([CH2:34][OH:35])[CH2:30]1>>[CH3:28][N:4]1[C:3]([CH2:2][N:29]2[CH2:33][CH2:32][C@H:31]([CH2:34][OH:35])[CH2:30]2)=[N:11][C:10]2[C:5]1=[N:6][C:7]([N:18]1[C:22]3[CH:23]=[CH:24][CH:25]=[CH:26][C:21]=3[N:20]=[C:19]1[CH3:27])=[N:8][C:9]=2[N:12]1[CH2:17][CH2:16][O:15][CH2:14][CH2:13]1. Procedure details: 4-(8-(Bromomethyl)-9-methyl-2-(2-methyl-1H-benzo[d]imidazol-1-yl)-9H-purin-6-yl)morpholine (50 mg) was reacted with (S)-pyrrolidin-3-ylmethanol via General Procedure E to give 18.8 mg of 305 following reverse phase purification. MS (Q1) 463.2 (M)+ The reactants are CC(C)(C)[O-], CN1CCCC(CCl)C1, Cl, [K+], [Na+], CN(C)C=O, [OH-], O=[N+]([O-])c1ccc(O)cc1. Yields the product CN1CCCC(COc2ccc([N+](=O)[O-])cc2)C1. As a reaction SMILES: [CH3:1][C:2]([CH3:3])([O-:4])[CH3:5].[Cl:18][CH2:19][CH:20]1[CH2:21][N:22]([CH3:26])[CH2:23][CH2:24][CH2:25]1.[ClH:17].[K+:6].[Na+:33].[O:27]=[CH:28][N:29]([CH3:30])[CH3:31].[OH-:32].[OH:7][c:8]1[cH:9][cH:10][c:11]([N+:14]([O-:15])=[O:16])[cH:12][cH:13]1>>[O:7]([c:8]1[cH:9][cH:10][c:11]([N+:14]([O-:15])=[O:16])[cH:12][cH:13]1)[CH2:19][CH:20]1[CH2:21][N:22]([CH3:26])[CH2:23][CH2:24][CH2:25]1. The reactants are IC1=CC2=C(N(C(=N2)N)CC2=CC(=C(C=C2)OCC=2C=NC(=CC2)OC)OC)C=C1 (5-iodo-1-(3-methoxy-4-((6-methoxypyridin-3-yl)methoxy)benzyl)-1H-benzo[d]imidazol-2-amine), CN1CCNCC1 (1-methylpiperazine). Yields the product COC=1C=C(CN2C(=NC3=C2C=CC(=C3)N3CCN(CC3)C)N)C=CC1OCC=1C=NC(=CC1)OC (1-(3-methoxy-4-((6-methoxypyridin-3-yl)methoxy)benzyl)-5-(4-methylpiperazin-1-yl)-1H-benzo[d]imidazol-2-amine). Reaction SMILES: I[C:2]1[CH:30]=[CH:29][C:5]2[N:6]([CH2:10][C:11]3[CH:16]=[CH:15][C:14]([O:17][CH2:18][C:19]4[CH:20]=[N:21][C:22]([O:25][CH3:26])=[CH:23][CH:24]=4)=[C:13]([O:27][CH3:28])[CH:12]=3)[C:7]([NH2:9])=[N:8][C:4]=2[CH:3]=1.[CH3:31][N:32]1[CH2:37][CH2:36][NH:35][CH2:34][CH2:33]1>>[CH3:28][O:27][C:13]1[CH:12]=[C:11]([CH:16]=[CH:15][C:14]=1[O:17][CH2:18][C:19]1[CH:20]=[N:21][C:22]([O:25][CH3:26])=[CH:23][CH:24]=1)[CH2:10][N:6]1[C:5]2[CH:29]=[CH:30][C:2]([N:35]3[CH2:36][CH2:37][N:32]([CH3:31])[CH2:33][CH2:34]3)=[CH:3][C:4]=2[N:8]=[C:7]1[NH2:9]. Procedure: 1-(3-methoxy-4-((6-methoxypyridin-3-yl)methoxy)benzyl)-5-(4-methylpiperazin-1-yl)-1H-benzo[d]imidazol-2-amine was prepared from 5-iodo-1-(3-methoxy-4-((6-methoxypyridin-3-yl)methoxy)benzyl)-1H-benzo[d]imidazol-2-amine and 1-methylpiperazine according to the procedure described for the synthesis of Example 3-13: 1H NMR (500 MHz, CDCl3) δ 8.19 (d, J=2.0 Hz, 1H), 7.67 (dd, J=8.5, 3.0 Hz, 1H), 7.09 (d, J=1.5 Hz, 1H), 6.99 (d, J=8.5 Hz, 1H), 6.85 (d, J=8.0 Hz, 1H), 6.79-6.75 (m, 2H), 6.72 (s, 1H), 6....